Dataset: the Open Reaction Database (ORD), a public repository of structured organic reaction records. Task: describe an organic reaction: reactants, conditions, products, and yield The reactants are BrCc1ccc(Br)cc1, CC(=O)CC(=O)SC(C)(C)C. As a reaction SMILES: [Br:1][c:2]1[cH:3][cH:4][c:5]([CH2:8][Br:9])[cH:6][cH:7]1.[C:10]([CH3:11])([CH3:12])([CH3:13])[S:14][C:15]([CH2:16][C:17]([CH3:18])=[O:19])=[O:20]>>[Br:1][c:2]1[cH:3][cH:4][c:5]([CH2:8][CH:16]([C:15]([S:14][C:10]([CH3:11])([CH3:12])[CH3:13])=[O:20])[C:17]([CH3:18])=[O:19])[cH:6][cH:7]1. Yields the product CC(=O)C(Cc1ccc(Br)cc1)C(=O)SC(C)(C)C. Starting materials: CC(C)(C)n1nc(C=O)cc1-c1ccc(Cl)cc1, NCCN1CCN(c2ccccc2)CC1. Product: CC(C)(C)n1nc(CNCCN2CCN(c3ccccc3)CC2)cc1-c1ccc(Cl)cc1. RXN SMILES: [Cl:16][c:17]1[cH:18][cH:19][c:20](-[c:23]2[cH:24][c:25]([CH:32]=[O:33])[n:26][n:27]2[C:28]([CH3:29])([CH3:30])[CH3:31])[cH:21][cH:22]1.[c:1]1([N:7]2[CH2:8][CH2:9][N:10]([CH2:13][CH2:14][NH2:15])[CH2:11][CH2:12]2)[cH:2][cH:3][cH:4][cH:5][cH:6]1>>[c:1]1([N:7]2[CH2:8][CH2:9][N:10]([CH2:13][CH2:14][NH:15][CH2:32][c:25]3[cH:24][c:23](-[c:20]4[cH:19][cH:18][c:17]([Cl:16])[cH:22][cH:21]4)[n:27]([C:28]([CH3:29])([CH3:30])[CH3:31])[n:26]3)[CH2:11][CH2:12]2)[cH:2][cH:3][cH:4][cH:5][cH:6]1. The reactants are C(#N)C1=NC=CN=C1 (2-cyanopyrazine), NC=1SC(=CC1C(=O)OCC)C(F)(F)F (2-amino-5-trifluoromethyl-3-ethoxycarbonyl-thiophene), O=P(Cl)(Cl)Cl (POCl3). Product: ClC=1C2=C(N=C(N1)C1=NC=CN=C1)SC(=C2)C(F)(F)F (4-chloro-2-(pyrazin-2-yl)-6-trifluoromethyl-thieno-[2,3-d]-pyrimidine). RXN SMILES: [C:1]([C:3]1[CH:8]=[N:7][CH:6]=[CH:5][N:4]=1)#[N:2].[NH2:9][C:10]1[S:11][C:12]([C:20]([F:23])([F:22])[F:21])=[CH:13][C:14]=1[C:15](OCC)=O.O=P(Cl)(Cl)[Cl:26]>>[Cl:26][C:15]1[C:14]2[CH:13]=[C:12]([C:20]([F:21])([F:22])[F:23])[S:11][C:10]=2[N:9]=[C:1]([C:3]2[CH:8]=[N:7][CH:6]=[CH:5][N:4]=2)[N:2]=1. Reported procedure: With the procedure of Example 477, the reaction of 2-cyanopyrazine and 2-amino-5-trifluoromethyl-3-ethoxycarbonyl-thiophene, and the subsequent reaction with POCl3 yields 4-chloro-2-(pyrazin-2-yl)-6-trifluoromethyl-thieno-[2,3-d]-pyrimidine The reactants are O.[OH-].[Li+] (lithium hydroxide monohydrate), COC(=O)C1=CN(C2=CC=CC=C12)C1=CC=NC2=CC(=CC=C12)OC (3-methoxycarbonyl-1-(7-methoxyquinol-4-yl)-1H-indole). The solvent is O (water), O (water), O1CCCC1 (tetrahydrofuran). Yields the product C(=O)(O)C1=CN(C2=CC=CC=C12)C1=CC=NC2=CC(=CC=C12)OC (3-carboxy-1-(7-methoxyquinol-4-yl)-1H-indole). Isolated yield 72.3%. RXN SMILES: O.[OH-].[Li+].C[O:5][C:6]([C:8]1[C:16]2[C:11](=[CH:12][CH:13]=[CH:14][CH:15]=2)[N:10]([C:17]2[C:26]3[C:21](=[CH:22][C:23]([O:27][CH3:28])=[CH:24][CH:25]=3)[N:20]=[CH:19][CH:18]=2)[CH:9]=1)=[O:7]>O1CCCC1.O>[C:6]([C:8]1[C:16]2[C:11](=[CH:12][CH:13]=[CH:14][CH:15]=2)[N:10]([C:17]2[C:26]3[C:21](=[CH:22][C:23]([O:27][CH3:28])=[CH:24][CH:25]=3)[N:20]=[CH:19][CH:18]=2)[CH:9]=1)([OH:7])=[O:5] |f:0.1.2|. Procedure: 0.504 g (12 mmol) of lithium hydroxide monohydrate and 20 cm3 of water are added to 1.3 g (3.91 mmol) of 3-methoxycarbonyl-1-(7-methoxyquinol-4-yl)-1H-indole dissolved in 20 cm3 of tetrahydrofuran. After stirring at reflux for 20 hours, the reaction mixture is concentrated to dryness under reduced pressure (2.7 kPa) to give a residue which is taken up in 30 cm3 of water (pH=10). The resulting aqueous solution is washed with 50 cm3 of ethyl acetate and adjusted to pH 6 with N hydrochloric acid. T... The reactants are [Al+3], [Al], COC(=O)c1ccc(Br)c(C)c1, C1CCOC1, Cl, [H-], [H-], [H-], [H-], [Li+]. Yields the product Cc1cc(CO)ccc1Br. As a reaction SMILES: [Al+3:14].[Al:20].[Br:1][c:2]1[c:3]([CH3:12])[cH:4][c:5]([C:6](=[O:7])[O:8][CH3:9])[cH:10][cH:11]1.[CH2:21]1[O:22][CH2:23][CH2:24][CH2:25]1.[ClH:19].[H-:13].[H-:16].[H-:17].[H-:18].[Li+:15]>>[Br:1][c:2]1[c:3]([CH3:12])[cH:4][c:5]([CH2:6][OH:7])[cH:10][cH:11]1. The reactants are FC(OC1=CC=C(C=C1)C1=CC=C(C=N1)CO)(F)F ([6-(4-Trifluoromethoxy-phenyl)-pyridin-3-yl]-methanol), O=S(Cl)Cl (SOCl2). Solvent: C(Cl)Cl (CH2Cl2). Run at time 30 minute. Product: ClCC=1C=CC(=NC1)C1=CC=C(C=C1)OC(F)(F)F (5-Chloromethyl-2-(4-trifluoromethoxy-phenyl)-pyridine). Yield: 98.0%. RXN SMILES: [F:1][C:2]([F:19])([F:18])[O:3][C:4]1[CH:9]=[CH:8][C:7]([C:10]2[N:15]=[CH:14][C:13]([CH2:16]O)=[CH:12][CH:11]=2)=[CH:6][CH:5]=1.O=S(Cl)[Cl:22]>C(Cl)Cl>[Cl:22][CH2:16][C:13]1[CH:12]=[CH:11][C:10]([C:7]2[CH:8]=[CH:9][C:4]([O:3][C:2]([F:19])([F:18])[F:1])=[CH:5][CH:6]=2)=[N:15][CH:14]=1. Procedure details: [6-(4-Trifluoromethoxy-phenyl)-pyridin-3-yl]-methanol (0.40 g, 1.49 mmol) was dissolved in CH2Cl2 (7.2 ml) and treated dropwise at 0° C. with SOCl2 (0.22 ml, 2 eq.). The reaction mixture was kept at 0° C. for 5 min and at RT for 30 min. Pouring onto crashed ice/NaHCO3, twofold extraction with AcOEt, washing with water, drying over sodium sulfate, and evaporation of the solvents produced 0.419 g (1.46 mmol, 98%) of the title compound as off-white solid of mp. 34–36° C. As a reaction SMILES: [CH3:19][C:20](=[O:21])[OH:22].[H:17][H:18].[O:1]1[CH2:2][CH2:3][c:4]2[c:5]1[cH:6][cH:7][c:8]([CH:10]=[CH:11][C:12](=[O:13])[O:14][CH2:15][CH3:16])[cH:9]2>>[O:1]1[CH2:2][CH2:3][c:4]2[c:5]1[cH:6][cH:7][c:8]([CH2:10][CH2:11][C:12](=[O:13])[O:14][CH2:15][CH3:16])[cH:9]2. The product is CCOC(=O)CCc1ccc2c(c1)CCO2. Reactants: CC(=O)O, [H][H], CCOC(=O)C=Cc1ccc2c(c1)CCO2. The solvent is O1CCCC1 (tetrahydrofuran). The reactants are N (ammonia), C(C1=CC=CC=C1)OC(=O)N[C@@H](COC(C)C)C(=O)O (N-[(benzyloxy)carbonyl]-O-isopropyl-L-serine), C(C(C)C)OC(=O)Cl (isobutylchloroformate), CN1CCOCC1 (N-methyl morpholine). Conditions: temperature -10 celsius, time 10 minute. Yields the product NC([C@H](COC(C)C)NC(OCC1=CC=CC=C1)=O)=O (benzyl [(1S)-2-amino-1-(isopropoxymethyl)-2-oxoethyl]carbamate). RXN SMILES: [CH2:1]([O:8][C:9]([NH:11][C@H:12]([C:18]([OH:20])=O)[CH2:13][O:14][CH:15]([CH3:17])[CH3:16])=[O:10])[C:2]1[CH:7]=[CH:6][CH:5]=[CH:4][CH:3]=1.C[N:22]1CCOCC1.C(OC(Cl)=O)C(C)C.N>O1CCCC1>[NH2:22][C:18](=[O:20])[C@@H:12]([NH:11][C:9](=[O:10])[O:8][CH2:1][C:2]1[CH:7]=[CH:6][CH:5]=[CH:4][CH:3]=1)[CH2:13][O:14][CH:15]([CH3:17])[CH3:16]. Reported procedure: N-[(benzyloxy)carbonyl]-O-isopropyl-L-serine (0.346 g, 1.23 mmol) was dissolved in tetrahydrofuran (5 ml) and the resulting solution was cooled to −10° C. N-methyl morpholine (0.189 g, 1.84 mmol) was added, followed by isobutylchloroformate (0.21 g, 1.48 mmol) over a period of 5 minutes. The reaction mixture was stirred for 10 minutes at −10° C. and aqueous ammonia (approximately 500 μl) was added in one portion and the reaction mixture was allowed to warm to room temperature. The resulting susp...